Dataset: the Open Reaction Database (ORD), a public repository of structured organic reaction records. Task: describe an organic reaction: reactants, conditions, products, and yield The reactants are NC=1C=CC(=C(C1)[C@]1(N=C(OCC1(F)F)N)C)F ((R)-4-(5-amino-2-fluoro-phenyl)-5,5-difluoro-4-methyl-5,6-dihydro-4H-[1,3]oxazin-2-ylamine), FC(C=1N=CC(=NC1)C(=O)O)(F)F (5-trifluoromethyl-pyrazine-2-carboxylic acid). The product is NC=1OCC([C@@](N1)(C)C=1C=C(C=CC1F)NC(=O)C1=NC=C(N=C1)C(F)(F)F)(F)F (5-Trifluoromethyl-pyrazine-2-carboxylic acid [3-((R)-2-amino-5,5-difluoro-4-methyl-5,6-dihydro-4H-[1,3]oxazin-4-yl)-4-fluoro-phenyl]-amide). As a reaction SMILES: [NH2:1][C:2]1[CH:3]=[CH:4][C:5]([F:18])=[C:6]([C@:8]2([CH3:17])[C:13]([F:15])([F:14])[CH2:12][O:11][C:10]([NH2:16])=[N:9]2)[CH:7]=1.[F:19][C:20]([F:31])([F:30])[C:21]1[N:22]=[CH:23][C:24]([C:27](O)=[O:28])=[N:25][CH:26]=1>>[NH2:16][C:10]1[O:11][CH2:12][C:13]([F:14])([F:15])[C@:8]([C:6]2[CH:7]=[C:2]([NH:1][C:27]([C:24]3[CH:23]=[N:22][C:21]([C:20]([F:30])([F:19])[F:31])=[CH:26][N:25]=3)=[O:28])[CH:3]=[CH:4][C:5]=2[F:18])([CH3:17])[N:9]=1. Procedure: The condensation of (R)-4-(5-amino-2-fluoro-phenyl)-5,5-difluoro-4-methyl-5,6-dihydro-4H-[1,3]oxazin-2-ylamine (intermediate XI-1) and 5-trifluoromethyl-pyrazine-2-carboxylic acid following procedure I yielded the title compound as a colorless oil. MS (ISP): m/z=434.2 [M+H]+. Reactants: O[C@H]1[C@@H](C2=C(OC1(C)C)C=CC(=C2)C#N)N2C(C=C(C=C2)CO[Si](C)(C)C(C)(C)C)=O (trans-3-hydroxy-6-cyano-3,4-dihydro-2,2-dimethyl-4-(1,2-dihydro-2-oxo-4-t-butyldimethylsilyloxymethyl-1-pyridinyl)-2H-benzo[b]pyran), O[C@H]1[C@@H](C2=C(OC1(C)C)C=CC(=C2)C(F)(F)F)N2C(C=C(C=C2)CO[Si](C)(C)C(C)(C)C)=O (trans-3-hydroxy-6-trifluoromethyl-3,4-dihydro-2,2-dimethyl-4-(1,2-dihydro-2-oxo-4-t-butyldimethylsilyloxymethyl-1-pyridinyl)-2H-benzo[b]pyran). Yields the product FC(C1=CC2=C(OC(C=C2N2C(C=C(C=C2)CO[Si](C)(C)C(C)(C)C)=O)(C)C)C=C1)(F)F (6-trifluoromethyl-2,2-dimethyl-4-(1,2-dihydro-2-oxo-4-t-butyldimethylsilyloxymethyl-1-pyridinyl)-2H-benzo[b]pyran). RXN SMILES: O[C@@H]1C(C)(C)OC2C=CC(C#N)=CC=2[C@H]1N1C=CC(CO[Si](C(C)(C)C)(C)C)=CC1=O.O[C@@H:33]1[C:38]([CH3:40])([CH3:39])[O:37][C:36]2[CH:41]=[CH:42][C:43]([C:45]([F:48])([F:47])[F:46])=[CH:44][C:35]=2[C@H:34]1[N:49]1[CH:54]=[CH:53][C:52]([CH2:55][O:56][Si:57]([C:60]([CH3:63])([CH3:62])[CH3:61])([CH3:59])[CH3:58])=[CH:51][C:50]1=[O:64]>>[F:48][C:45]([F:46])([F:47])[C:43]1[CH:42]=[CH:41][C:36]2[O:37][C:38]([CH3:39])([CH3:40])[CH:33]=[C:34]([N:49]3[CH:54]=[CH:53][C:52]([CH2:55][O:56][Si:57]([C:60]([CH3:62])([CH3:63])[CH3:61])([CH3:59])[CH3:58])=[CH:51][C:50]3=[O:64])[C:35]=2[CH:44]=1. Procedure details: The reaction and after treatment of Example 8 are repeated, except that the trans-3-hydroxy-6-cyano-3,4-dihydro-2,2-dimethyl-4-(1,2-dihydro-2-oxo-4-t-butyldimethylsilyloxymethyl-1-pyridinyl)-2H-benzo[b]pyran used in Example 8 is replaced with the trans-3-hydroxy-6-trifluoromethyl-3,4-dihydro-2,2-dimethyl-4-(1,2-dihydro-2-oxo-4-t-butyldimethylsilyloxymethyl-1-pyridinyl)-2H-benzo[b]pyran obtained in Example 50. Thus, 6-trifluoromethyl-2,2-dimethyl-4-(1,2-dihydro-2-oxo-4-t-butyldimethylsilyloxymeth... The reactants are COC(COC1=C(C=C(C=C1)OCC#CC1=CC(=CC(=C1)C#CC1=CC=CC=C1)C#CCN1CCOCC1)C)=O ((2-methyl-4-{3-[3-(3-morpholin-4-yl-prop-1-ynyl)-5-phenylethynylphenyl]-prop-2-ynyloxy}-phenoxy)-acetic acid methyl ester), ice, [Li+].[OH-] (LiOH), O (water), Cl (HCl). The solvent is C1CCOC1 (THF), CO (methanol). Run at temperature 0 celsius, time 460 minute. The product is CC1=C(OCC(=O)O)C=CC(=C1)OCC#CC1=CC(=CC(=C1)C#CC1=CC=CC=C1)C#CCN1CCOCC1 ((2-Methyl-4-{3-[3-(3-morpholin-4-yl-prop-1-ynyl)-5-phenylethynyl-phenyl]-prop-2-ynyloxy}-phenoxy)-acetic acid). As a reaction SMILES: C[O:2][C:3](=[O:40])[CH2:4][O:5][C:6]1[CH:11]=[CH:10][C:9]([O:12][CH2:13][C:14]#[C:15][C:16]2[CH:21]=[C:20]([C:22]#[C:23][C:24]3[CH:29]=[CH:28][CH:27]=[CH:26][CH:25]=3)[CH:19]=[C:18]([C:30]#[C:31][CH2:32][N:33]3[CH2:38][CH2:37][O:36][CH2:35][CH2:34]3)[CH:17]=2)=[CH:8][C:7]=1[CH3:39].[Li+].[OH-].O.Cl>C1COCC1.CO>[CH3:39][C:7]1[CH:8]=[C:9]([O:12][CH2:13][C:14]#[C:15][C:16]2[CH:21]=[C:20]([C:22]#[C:23][C:24]3[CH:25]=[CH:26][CH:27]=[CH:28][CH:29]=3)[CH:19]=[C:18]([C:30]#[C:31][CH2:32][N:33]3[CH2:38][CH2:37][O:36][CH2:35][CH2:34]3)[CH:17]=2)[CH:10]=[CH:11][C:6]=1[O:5][CH2:4][C:3]([OH:40])=[O:2] |f:1.2|. Procedure details: To a solution of (2-methyl-4-{3-[3-(3-morpholin-4-yl-prop-1-ynyl)-5-phenylethynylphenyl]-prop-2-ynyloxy}-phenoxy)-acetic acid methyl ester (70 mg, 0.13 mmol) in THF (1.25 ml) and methanol (0.25 ml) was added a ice-cold solution of LiOH (1 M, 1.25 ml). The reaction mixture was stirred at 0° C. for 460 min., after which water (10 ml) and aqueous HCl (1M, 1.75 ml) were added. The mixture was extracted with ethyl acetate (2×10 ml), and the combined organic phases were dried and evaporated to give th... Reactants: C(C1=CC=CC=C1)(=O)NC1=CC=C(C=C1)C1=CC=C2CN(C(C2=C1)=O)[C@H](C(=O)O)C(C)C ((S)-2-(6-(4-Benzamidophenyl)-1-oxoisoindolin-2-yl)-3-methylbutanoic acid), CC([C@@H](C(=O)OC)N1C(C2=CC(=CC=C2C1)C1=CC=C(C=C1)NC(C1=C(C=CC=C1)C(F)(F)F)=O)=O)C ((S)-Methyl 3-methyl-2-(1-oxo-6-(4-(2-(trifluoromethyl)benzamido)phenyl)iso indolin-2-yl)butanoate). Product: CC([C@@H](C(=O)O)N1C(C2=CC(=CC=C2C1)C1=CC=C(C=C1)NC(C1=C(C=CC=C1)C(F)(F)F)=O)=O)C ((S)-3-Methyl-2-(1-oxo-6-(4-(2-(trifluoromethyl)benzamido)phenyl)isoindolin-2-yl)butanoic acid). The yield is 81.0%. RXN SMILES: C(NC1C=CC(C2C=C3C(CN([C@@H](C(C)C)C(O)=O)C3=O)=CC=2)=CC=1)(=O)C1C=CC=CC=1.[CH3:33][CH:34]([CH3:69])[C@H:35]([N:40]1[CH2:48][C:47]2[C:42](=[CH:43][C:44]([C:49]3[CH:54]=[CH:53][C:52]([NH:55][C:56](=[O:67])[C:57]4[CH:62]=[CH:61][CH:60]=[CH:59][C:58]=4[C:63]([F:66])([F:65])[F:64])=[CH:51][CH:50]=3)=[CH:45][CH:46]=2)[C:41]1=[O:68])[C:36]([O:38]C)=[O:37]>>[CH3:33][CH:34]([CH3:69])[C@H:35]([N:40]1[CH2:48][C:47]2[C:42](=[CH:43][C:44]([C:49]3[CH:50]=[CH:51][C:52]([NH:55][C:56](=[O:67])[C:57]4[CH:62]=[CH:61][CH:60]=[CH:59][C:58]=4[C:63]([F:66])([F:64])[F:65])=[CH:53][CH:54]=3)=[CH:45][CH:46]=2)[C:41]1=[O:68])[C:36]([OH:38])=[O:37]. Procedure: The compound of example 200 was prepared analogous to compound of example 98 by hydrolysis of compound of example 199. Starting materials: CC(=O)O[BH-](OC(C)=O)OC(C)=O, CC(=O)O, CN(C)C=O, CC=O, CC(C)NC(=O)c1ccc(N2CCC(N3C(=O)OCc4ccccc43)CC2)c(N)c1, [Na+], O. Yields the product CCNc1cc(C(=O)NC(C)C)ccc1N1CCC(N2C(=O)OCc3ccccc32)CC1. Reaction SMILES: [C:1]([CH3:2])([O:3][BH-:4]([O:5][C:6](=[O:7])[CH3:8])[O:9][C:10](=[O:11])[CH3:12])=[O:13].[CH3:48][C:49](=[O:50])[OH:51].[CH3:52][N:53]([CH3:54])[CH:55]=[O:56].[CH:45](=[O:46])[CH3:47].[NH2:15][c:16]1[cH:17][c:18]([C:19](=[O:20])[NH:21][CH:22]([CH3:23])[CH3:24])[cH:25][cH:26][c:27]1[N:28]1[CH2:29][CH2:30][CH:31]([N:34]2[C:35](=[O:44])[O:36][CH2:37][c:38]3[c:39]2[cH:40][cH:41][cH:42][cH:43]3)[CH2:32][CH2:33]1.[Na+:14].[OH2:57]>>[CH2:1]([CH3:2])[NH:15][c:16]1[cH:17][c:18]([C:19](=[O:20])[NH:21][CH:22]([CH3:23])[CH3:24])[cH:25][cH:26][c:27]1[N:28]1[CH2:29][CH2:30][CH:31]([N:34]2[C:35](=[O:44])[O:36][CH2:37][c:38]3[c:39]2[cH:40][cH:41][cH:42][cH:43]3)[CH2:32][CH2:33]1. The reactants are ClC1=CC=2C3=C(N(C2C=C1)CC(C)(O)C1=CC=C(C=C1)Cl)CCN(C3)C (1-(8-Chloro-1,2,3,4-tetrahydro-2-methylpyrido[4,3-b]indol-5-yl)-2-(4-chlorophenyl)propan-2-ol), S(O)(O)(=O)=O (sulfuric acid), [OH-].[K+] (KOH). Run in ice water. Yields the product ClC1=CC=2C3=C(N(C2C=C1)\C=C(/C)\C1=CC=C(C=C1)Cl)CCN(C3)C ((E)-8-chloro-5-(2-(4-chlorophenyl)prop-1-enyl)-2,3,4,5-tetrahydro-2-methyl-1H-pyrido[4,3-b]indole). Reaction SMILES: [Cl:1][C:2]1[CH:10]=[CH:9][C:8]2[N:7]([CH2:11][C:12]([C:15]3[CH:20]=[CH:19][C:18]([Cl:21])=[CH:17][CH:16]=3)(O)[CH3:13])[C:6]3[CH2:22][CH2:23][N:24]([CH3:26])[CH2:25][C:5]=3[C:4]=2[CH:3]=1.S(=O)(=O)(O)O.[OH-].[K+]>>[Cl:1][C:2]1[CH:10]=[CH:9][C:8]2[N:7](/[CH:11]=[C:12](/[C:15]3[CH:20]=[CH:19][C:18]([Cl:21])=[CH:17][CH:16]=3)\[CH3:13])[C:6]3[CH2:22][CH2:23][N:24]([CH3:26])[CH2:25][C:5]=3[C:4]=2[CH:3]=1 |f:2.3|. Procedure details: 1-(8-Chloro-1,2,3,4-tetrahydro-2-methylpyrido[4,3-b]indol-5-yl)-2-(4-chlorophenyl)propan-2-ol (1 g, 2.57 mmol, 1 equiv.) was refluxed with 25% sulfuric acid (7 mL) for 2 h. The reaction mixture was cooled to 5° C. in ice-water bath. KOH (15% aqueous solution) was added dropwise to the reaction mixture until pH 9-10 was achieved. The reaction mixture was extracted with EtOAc (3×10 mL). The combined organic layer was washed with water (10 mL) followed by brine, dried over sodium sulfate and evapor...